The task is: describe an organic reaction: reactants, conditions, products, and yield. This data is from the Open Reaction Database (ORD), a public repository of structured organic reaction records. The reactants are O=C(CC(=O)OCC1=CC=C(C=C1)OC)CCC1C(C(N1)=O)NC(CC1=CC=CC=C1)=O (4-methoxybenzyl 3-oxo-5-[(3SR,4RS)-3-phenylacetamidoazetidin-2-on-4-yl]pentanoate), O=C(CC(=O)OCC1=CC=C(C=C1)[N+](=O)[O-])CCC1C(C(N1)=O)NC(COC1=CC=CC=C1)=O (4-nitrobenzyl 3-oxo-5-[(3SR,4RS)-3-phenoxyacetamidoazetidin-2-on-4-yl]pentanoate), C1(=CC=C(C=C1)S(=O)(=O)N=[N+]=[N-])C (4-toluenesulphonyl azide), C(C)(C)N(C(C)C)CC (N,N-diisopropylethylamine). Run in C(C)#N (acetonitrile). Run at time 10 minute. The product is [N+](=[N-])=C(C(=O)OCC1=CC=C(C=C1)OC)C(CCC1C(C(N1)=O)NC(CC1=CC=CC=C1)=O)=O (4-Methoxybenzyl 2-diazo-3-oxo-5-[(3SR,4RS)-3-phenylacetamidoazetidin-2-on-4-yl]pentanoate). Yield: 86.8%. RXN SMILES: [O:1]=[C:2]([CH2:16][CH2:17][CH:18]1[NH:21][C:20](=[O:22])[CH:19]1[NH:23][C:24](=[O:32])[CH2:25][C:26]1[CH:31]=[CH:30][CH:29]=[CH:28][CH:27]=1)[CH2:3][C:4]([O:6][CH2:7][C:8]1[CH:13]=[CH:12][C:11]([O:14][CH3:15])=[CH:10][CH:9]=1)=[O:5].O=C(CCC1NC(=O)C1NC(=O)COC1C=CC=CC=1)CC(OCC1C=CC([N+]([O-])=O)=CC=1)=O.C1(C)C=CC(S([N:76]=[N+:77]=[N-])(=O)=O)=CC=1.C(N(CC)C(C)C)(C)C>C(#N)C>[N+:76](=[C:3]([C:2](=[O:1])[CH2:16][CH2:17][CH:18]1[NH:21][C:20](=[O:22])[CH:19]1[NH:23][C:24](=[O:32])[CH2:25][C:26]1[CH:27]=[CH:28][CH:29]=[CH:30][CH:31]=1)[C:4]([O:6][CH2:7][C:8]1[CH:13]=[CH:12][C:11]([O:14][CH3:15])=[CH:10][CH:9]=1)=[O:5])=[N-:77]. Procedure: A solution of 4-methoxybenzyl 3-oxo-5-[(3SR,4RS)-3-phenylacetamidoazetidin-2-on-4-yl]pentanoate (1.38g, 3.15mmol) [prepared by the method described for 4-nitrobenzyl 3-oxo-5-[(3SR,4RS)-3-phenoxyacetamidoazetidin-2-on-4-yl]pentanoate, C. Bodurow and M. A. Carr, Tetrahedron Lett., 1989, 30, 4801] in acetonitrile (60ml) was treated with 4-toluenesulphonyl azide (870mg, 4.42mmol) and N,N-diisopropylethylamine (822μl, 4.73mmol) at 0° C. After 10 min., the ice-bath was removed and stirring was continu...